Task: describe an organic reaction: reactants, conditions, products, and yield. Dataset: the Open Reaction Database (ORD), a public repository of structured organic reaction records Run in O1CCOCC1 (dioxane). Yields the product C1(=CC=CC=C1)SC[C@H](N)C(=O)OC (methyl S-phenyl-L-cysteinate). RXN SMILES: C(OC([NH:8][C@H:9]([C:18]([O:20][CH3:21])=[O:19])[CH2:10][S:11][C:12]1[CH:17]=[CH:16][CH:15]=[CH:14][CH:13]=1)=O)(C)(C)C.C([O-])([O-])=O.[Na+].[Na+]>O1CCOCC1>[C:12]1([S:11][CH2:10][C@@H:9]([C:18]([O:20][CH3:21])=[O:19])[NH2:8])[CH:13]=[CH:14][CH:15]=[CH:16][CH:17]=1 |f:1.2.3|. Reported procedure: A mixture of Example 133A in 1:1 dioxane/4M HCl at room temperature was stirred for 3 hours, poured into saturated Na2CO3 (400 mL), and extracted with ethyl acetate (3×300 mL). The combined extracts were dried (Na2SO4), filtered, and concentrated to provide the desired product. Reactants: C(C)(C)(C)OC(=O)N[C@@H](CSC1=CC=CC=C1)C(=O)OC (methyl N-(tert-butoxycarbonyl)-S-phenyl-L-cysteinate), C(=O)([O-])[O-].[Na+].[Na+] (Na2CO3). Starting materials: [Cl-], N#Cc1ncc(Cl)c(Cl)c1Cl, OCC(F)(F)F, [H-], [NH4+], [Na+], C1CCOC1. Product: N#Cc1ncc(Cl)c(OCC(F)(F)F)c1Cl. RXN SMILES: [Cl-:20].[Cl:9][c:10]1[c:11]([C:18]#[N:19])[n:12][cH:13][c:14]([Cl:17])[c:15]1[Cl:16].[F:3][C:4]([CH2:5][OH:6])([F:7])[F:8].[H-:1].[NH4+:21].[Na+:2].[O:22]1[CH2:23][CH2:24][CH2:25][CH2:26]1>>[F:3][C:4]([CH2:5][O:6][c:15]1[c:10]([Cl:9])[c:11]([C:18]#[N:19])[n:12][cH:13][c:14]1[Cl:17])([F:7])[F:8]. Reactants: ClC1=NC=NC(=C1I)CC (4-chloro-5-iodo-6-ethylpyrimidine), C1(=CC=CC=C1)[C@H]1CC[C@H](CC1)N (cis-4-phenylcyclohexylamine). Yields the product C(C)C1=C(C(=NC=N1)N[C@@H]1CC[C@@H](CC1)C1=CC=CC=C1)I (6-Ethyl-5-iodo-4-(cis-4-phenylcyclohexylamino)pyrimidine). As a reaction SMILES: Cl[C:2]1[C:7]([I:8])=[C:6]([CH2:9][CH3:10])[N:5]=[CH:4][N:3]=1.[C:11]1([C@@H:17]2[CH2:22][CH2:21][C@H:20]([NH2:23])[CH2:19][CH2:18]2)[CH:16]=[CH:15][CH:14]=[CH:13][CH:12]=1>>[CH2:9]([C:6]1[N:5]=[CH:4][N:3]=[C:2]([NH:23][C@H:20]2[CH2:19][CH2:18][C@@H:17]([C:11]3[CH:16]=[CH:15][CH:14]=[CH:13][CH:12]=3)[CH2:22][CH2:21]2)[C:7]=1[I:8])[CH3:10]. Procedure details: Prepared as in Example 1 from 4-chloro-5-iodo-6-ethylpyrimidine and cis-4-phenylcyclohexylamine. Starting materials: [Br-], [Li]CCCC, CC(C)(C)c1cccc(C(=O)c2cccc(-c3ccccn3)c2)c1OCc1ccccc1, C[P+](c1ccccc1)(c1ccccc1)c1ccccc1, [Cl-], [NH4+], C1CCOC1. Yields the product C=C(c1cccc(-c2ccccn2)c1)c1cccc(C(C)(C)C)c1OCc1ccccc1. Reaction SMILES: [Br-:40].[CH2:1]([Li:2])[CH2:3][CH2:4][CH3:5].[CH2:6]([c:7]1[cH:8][cH:9][cH:10][cH:11][cH:12]1)[O:13][c:14]1[c:15]([C:24](=[O:25])[c:26]2[cH:27][c:28](-[c:32]3[n:33][cH:34][cH:35][cH:36][cH:37]3)[cH:29][cH:30][cH:31]2)[cH:16][cH:17][cH:18][c:19]1[C:20]([CH3:21])([CH3:22])[CH3:23].[CH3:41][P+:42]([c:43]1[cH:44][cH:45][cH:46][cH:47][cH:48]1)([c:49]1[cH:50][cH:51][cH:52][cH:53][cH:54]1)[c:55]1[cH:56][cH:57][cH:58][cH:59][cH:60]1.[Cl-:38].[NH4+:39].[O:61]1[CH2:62][CH2:63][CH2:64][CH2:65]1>>[CH2:1]=[C:24]([c:15]1[c:14]([O:13][CH2:6][c:7]2[cH:8][cH:9][cH:10][cH:11][cH:12]2)[c:19]([C:20]([CH3:21])([CH3:22])[CH3:23])[cH:18][cH:17][cH:16]1)[c:26]1[cH:27][c:28](-[c:32]2[n:33][cH:34][cH:35][cH:36][cH:37]2)[cH:29][cH:30][cH:31]1. The reactants are C([O-])([O-])=O.[Na+].[Na+] (Sodium carbonate), FC1=CC(=CC=2[C@]3(C4=CC(=CC=C4OC12)C=1C(=NC=CC1)F)N=C(OC3)N)B3OC(C(O3)(C)C)(C)C ((S)-4′-fluoro-7′-(2-fluoropyridin-3-yl)-2′-(4,4,5,5-tetramethyl-1,3,2-dioxaborolan-2-yl)-5H-spiro[oxazole-4,9′-xanthen]-2-amine), BrC=1N=NC(=CC1)C (3-bromo-6-methylpyridazine). The reagents and catalysts are C=1C=CC(=CC1)[P](C=2C=CC=CC2)(C=3C=CC=CC3)[Pd]([P](C=4C=CC=CC4)(C=5C=CC=CC5)C=6C=CC=CC6)([P](C=7C=CC=CC7)(C=8C=CC=CC8)C=9C=CC=CC9)[P](C=1C=CC=CC1)(C=1C=CC=CC1)C=1C=CC=CC1 (Pd(PPh3)4). Solvent: CN(C)C=O (DMF). Conditions: temperature 85 celsius. The product is FC1=CC(=CC=2[C@]3(C4=CC(=CC=C4OC12)C=1C(=NC=CC1)F)N=C(OC3)N)C=3N=NC(=CC3)C ((S)-4′-fluoro-7′-(2-fluoropyridin-3-yl)-2′-(6-methylpyridazin-3-yl)-5H-spiro[oxazole-4,9′-xanthen]-2-amine). RXN SMILES: C(=O)([O-])[O-].[Na+].[Na+].[F:7][C:8]1[C:21]2[O:20][C:19]3[C:14](=[CH:15][C:16]([C:22]4[C:23]([F:28])=[N:24][CH:25]=[CH:26][CH:27]=4)=[CH:17][CH:18]=3)[C@@:13]3([CH2:32][O:31][C:30]([NH2:33])=[N:29]3)[C:12]=2[CH:11]=[C:10](B2OC(C)(C)C(C)(C)O2)[CH:9]=1.Br[C:44]1[N:45]=[N:46][C:47]([CH3:50])=[CH:48][CH:49]=1>CN(C=O)C.C1C=CC([P]([Pd]([P](C2C=CC=CC=2)(C2C=CC=CC=2)C2C=CC=CC=2)([P](C2C=CC=CC=2)(C2C=CC=CC=2)C2C=CC=CC=2)[P](C2C=CC=CC=2)(C2C=CC=CC=2)C2C=CC=CC=2)(C2C=CC=CC=2)C2C=CC=CC=2)=CC=1>[F:7][C:8]1[C:21]2[O:20][C:19]3[C:14](=[CH:15][C:16]([C:22]4[C:23]([F:28])=[N:24][CH:25]=[CH:26][CH:27]=4)=[CH:17][CH:18]=3)[C@@:13]3([CH2:32][O:31][C:30]([NH2:33])=[N:29]3)[C:12]=2[CH:11]=[C:10]([C:44]2[N:45]=[N:46][C:47]([CH3:50])=[CH:48][CH:49]=2)[CH:9]=1 |f:0.1.2,^1:59,61,80,99|. Reported procedure: Sodium carbonate (saturated, 1 mL), Pd(PPh3)4 (23.52 mg, 0.020 mmol), (S)-4′-fluoro-7′-(2-fluoropyridin-3-yl)-2′-(4,4,5,5-tetramethyl-1,3,2-dioxaborolan-2-yl)-5H-spiro[oxazole-4,9′-xanthen]-2-amine (200 mg, 0.407 mmol), and 3-bromo-6-methylpyridazine (141 mg, 0.814 mmol) were combined in DMF (5 mL). The solution was heated at 85° C. overnight. The solution was filtered through celite and the derived residue was purified via Gilson HPLC (gradient elution 25-65% MeCN/H2O, 0.1% TFA) to afford (S)-4... Reactants: NC1=CC=C(C=C1)S(=O)(=O)N1CC(CC2=CC=CC=C12)NC(OC(C)(C)C)=O (tert-butyl 1-(4-aminophenylsulfonyl)-1,2,3,4-tetrahydroquinolin-3-ylcarbamate), O (Water). Run in ClCCCl (1,2-dichloroethane). Product: C1(=CC=CC=C1)NC(NC1=CC=C(C=C1)S(=O)(=O)N1CC(CC2=CC=CC=C12)NC(OC(C)(C)C)=O)=O (tert-butyl 1-(4-(3-phenylureido)phenylsulfonyl)-1,2,3,4-tetrahydroquinolin-3-ylcarbamate). RXN SMILES: [NH2:1][C:2]1[CH:7]=[CH:6][C:5]([S:8]([N:11]2[C:20]3[C:15](=[CH:16][CH:17]=[CH:18][CH:19]=3)[CH2:14][CH:13]([NH:21][C:22](=[O:28])[O:23][C:24]([CH3:27])([CH3:26])[CH3:25])[CH2:12]2)(=[O:10])=[O:9])=[CH:4][CH:3]=1.[OH2:29]>ClCCCl>[C:20]1([NH:11][C:12](=[O:29])[NH:1][C:2]2[CH:3]=[CH:4][C:5]([S:8]([N:11]3[C:20]4[C:15](=[CH:16][CH:17]=[CH:18][CH:19]=4)[CH2:14][CH:13]([NH:21][C:22](=[O:28])[O:23][C:24]([CH3:25])([CH3:27])[CH3:26])[CH2:12]3)(=[O:10])=[O:9])=[CH:6][CH:7]=2)[CH:15]=[CH:16][CH:17]=[CH:18][CH:19]=1. Reported procedure: tert-butyl 1-(4-aminophenylsulfonyl)-1,2,3,4-tetrahydroquinolin-3-ylcarbamate (60.5 mg, 0.15 mmol) and isocyantobenzene (17.8 mg, 0.15 mmol) in 1,2-dichloroethane (3 mL) were stirred at room temperature for 20 hours. Water (1.5 mL) was added and the mixture extracted with ethyl acetate (3×1.5 mL). The combined organics were dried over sodium sulfate and concentrated to give tert-butyl 1-(4-(3-phenylureido)phenylsulfonyl)-1,2,3,4-tetrahydroquinolin-3-ylcarbamate. Procedure details: To a solution of 3-(3,5-difluorophenyl)-5-methoxy-1H-inden-1-one (810 mg, 2.98 mmol) obtained in Step 2 in CH2Cl2 (10 mL) at 0° C. was added dropwise a solution of Br2 (571 mg, 3.57 mmol) in CH2Cl2 (3 mL). The mixture was stirred for 3 h at room temperature. The reaction was diluted with H2O (10 mL) and extracted with CH2Cl2. The extracts were washed with H2O and brine, dried over MgSO4, and concentrated in vacuo. The residue was purified by silica gel column chromatography (CH2Cl2/hexanes) to a... RXN SMILES: [F:1][C:2]1[CH:3]=[C:4]([C:9]2[C:17]3[C:12](=[CH:13][CH:14]=[C:15]([O:18][CH3:19])[CH:16]=3)[C:11](=[O:20])[CH:10]=2)[CH:5]=[C:6]([F:8])[CH:7]=1.[Br:21]Br>C(Cl)Cl.O>[Br:21][C:10]1[C:11](=[O:20])[C:12]2[C:17]([C:9]=1[C:4]1[CH:3]=[C:2]([F:1])[CH:7]=[C:6]([F:8])[CH:5]=1)=[CH:16][C:15]([O:18][CH3:19])=[CH:14][CH:13]=2. The solvent is C(Cl)Cl (CH2Cl2), C(Cl)Cl (CH2Cl2), O (H2O). The product is BrC=1C(C2=CC=C(C=C2C1C1=CC(=CC(=C1)F)F)OC)=O (2-Bromo-3-(3,5-difluorophenyl)-5-methoxy-1H-inden-1-one). The reactants are FC=1C=C(C=C(C1)F)C1=CC(C2=CC=C(C=C12)OC)=O (3-(3,5-Difluorophenyl)-5-methoxy-1H-inden-1-one), BrBr (Br2). Conditions: time 3 hour. Yield: 95.6%.